This data is from the Open Reaction Database (ORD), a public repository of structured organic reaction records. The task is: describe an organic reaction: reactants, conditions, products, and yield Reactants: C(C1=CC=CC=C1)N1CCN(CC1)CCCCCCCCC1(CC2=C(C(=C(C(=C2C1)OC)OC)OC)OC)C1=CC=CC=C1 (4-benzyl-1-[8-(4,5,6,7-tetramethoxy-2-phenylindan-2-yl)octyl]piperazine), N1=C(C=CC=C1C(=O)O)C(=O)O (2,6-pyridinedicarboxylic acid), C([O-])(O)=O.[Na+] (sodium bicarbonate), O=[N+]([O-])[O-].[O-][N+]([O-])=O.[O-][N+]([O-])=O.[O-][N+]([O-])=O.[O-][N+]([O-])=O.[O-][N+]([O-])=O.[Ce+4].[NH4+].[NH4+] (CAN). Run in O (water), C1CCOC1 (THF), O (water). Run at time 15 minute. The product is C(C1=CC=CC=C1)N1CCN(CC1)CCCCCCCCC1(CC=2C(C(=C(C(C2C1)=O)OC)OC)=O)C1=CC=CC=C1 (2-[8-(4-Benzylpiperazin-1-yl)octyl]-5,6-dimethoxy-2-phenylindan-4,7-dione). Isolated yield 45.8%. Reaction SMILES: [CH2:1]([N:8]1[CH2:13][CH2:12][N:11]([CH2:14][CH2:15][CH2:16][CH2:17][CH2:18][CH2:19][CH2:20][CH2:21][C:22]2([C:39]3[CH:44]=[CH:43][CH:42]=[CH:41][CH:40]=3)[CH2:30][C:29]3[C:24](=[C:25]([O:37]C)[C:26]([O:35][CH3:36])=[C:27]([O:33][CH3:34])[C:28]=3[O:31]C)[CH2:23]2)[CH2:10][CH2:9]1)[C:2]1[CH:7]=[CH:6][CH:5]=[CH:4][CH:3]=1.N1C(C(O)=O)=CC=CC=1C(O)=O.O=[N+]([O-])[O-].[O-][N+](=O)[O-].[O-][N+](=O)[O-].[O-][N+](=O)[O-].[O-][N+](=O)[O-].[O-][N+](=O)[O-].[Ce+4].[NH4+].[NH4+].C(=O)(O)[O-].[Na+]>O.C1COCC1>[CH2:1]([N:8]1[CH2:9][CH2:10][N:11]([CH2:14][CH2:15][CH2:16][CH2:17][CH2:18][CH2:19][CH2:20][CH2:21][C:22]2([C:39]3[CH:44]=[CH:43][CH:42]=[CH:41][CH:40]=3)[CH2:23][C:24]3[C:25](=[O:37])[C:26]([O:35][CH3:36])=[C:27]([O:33][CH3:34])[C:28](=[O:31])[C:29]=3[CH2:30]2)[CH2:12][CH2:13]1)[C:2]1[CH:7]=[CH:6][CH:5]=[CH:4][CH:3]=1 |f:2.3.4.5.6.7.8.9.10,11.12|. Reported procedure: To a mixture of 4-benzyl-1-[8-(4,5,6,7-tetramethoxy-2-phenylindan-2-yl)octyl]piperazine (713 mg), 2,6-pyridinedicarboxylic acid (597 mg), THF (14 ml), and water (7 ml) was dropwise added a solution of CAN (2.59 g) in water (7 ml) with cooling with ice. After the reaction mixture was stirred for 15 min, saturated aqueous sodium bicarbonate was added to the reaction mixture, which was extracted with ethyl acetate. The organic layer was washed with saturated aqueous sodium bicarbonate and saturated... The reactants are BrC=1C=CC(=C(C1)CCC1=C(C(=O)O)C=CC=C1F)OC (2-[2-(5-bromo-2-methoxyphenyl)-ethyl]-3-fluorobenzoic acid), S(=O)(Cl)Cl (thionyl chloride). Run in C1CCOC1 (THF). Run at time 1 hour. The product is BrC=1C=CC(=C(C1)CCC1=C(C(=O)Cl)C=CC=C1F)OC (2-[2-(5-bromo-2-methoxy-phenyl)-ethyl]-3-fluoro-benzoyl chloride). Reaction SMILES: [Br:1][C:2]1[CH:3]=[CH:4][C:5]([O:20][CH3:21])=[C:6]([CH2:8][CH2:9][C:10]2[C:18]([F:19])=[CH:17][CH:16]=[CH:15][C:11]=2[C:12](O)=[O:13])[CH:7]=1.S(Cl)([Cl:24])=O>C1COCC1>[Br:1][C:2]1[CH:3]=[CH:4][C:5]([O:20][CH3:21])=[C:6]([CH2:8][CH2:9][C:10]2[C:18]([F:19])=[CH:17][CH:16]=[CH:15][C:11]=2[C:12]([Cl:24])=[O:13])[CH:7]=1. Procedure: To a solution of 2-[2-(5-bromo-2-methoxyphenyl)-ethyl]-3-fluorobenzoic acid (0.81 g, 2.3 mol, 1 equiv) in THF (13 mL) was added thionyl chloride (0.84 mL, 11.5 mmol, 5 equiv). The solution was heated to reflux. After one hour, the solution was cooled to room temperature and concentrated to give 2-[2-(5-bromo-2-methoxy-phenyl)-ethyl]-3-fluoro-benzoyl chloride as an oil, which was used without further purification.